From a dataset of the Open Reaction Database (ORD), a public repository of structured organic reaction records. describe an organic reaction: reactants, conditions, products, and yield Reactants: CCCCOC(=O)Cl, NNc1n[nH]c2cc(Cl)ccc12, O, c1ccncc1. Yields the product CCCCOC(=O)NNc1n[nH]c2cc(Cl)ccc12. As a reaction SMILES: [CH2:1]([CH2:2][CH2:3][CH3:4])[O:5][C:6](=[O:7])[Cl:8].[NH:9]([NH2:10])[c:11]1[n:12][nH:13][c:14]2[cH:15][c:16]([Cl:20])[cH:17][cH:18][c:19]12.[OH2:21].[cH:22]1[cH:23][cH:24][n:25][cH:26][cH:27]1>>[CH2:1]([CH2:2][CH2:3][CH3:4])[O:5][C:6](=[O:7])[NH:10][NH:9][c:11]1[n:12][nH:13][c:14]2[cH:15][c:16]([Cl:20])[cH:17][cH:18][c:19]12. Reactants: [Gd] (Gadolinium), C(CN(CC(=O)O)CC(=O)O)N(CC(=O)O)CC(=O)O (EDTA), [Na+].[Cl-] (NaCl), GdCl3, C(CC(O)(C(=O)[O-])CC(=O)[O-])(=O)[O-].[Na+].[Na+].[Na+] (sodium citrate). The product is C(CC(O)(C(=O)[O-])CC(=O)[O-])(=O)[O-].[Gd+3] (Gadolinium Citrate). RXN SMILES: [Gd:1].C(N(CC(O)=O)CC(O)=O)CN(CC(O)=O)CC(O)=O.[Na+].[Cl-].[C:24]([O-:36])(=[O:35])[CH2:25][C:26]([CH2:31][C:32]([O-:34])=[O:33])([C:28]([O-:30])=[O:29])[OH:27].[Na+].[Na+].[Na+]>>[C:24]([O-:36])(=[O:35])[CH2:25][C:26]([CH2:31][C:32]([O-:34])=[O:33])([C:28]([O-:30])=[O:29])[OH:27].[Gd+3:1] |f:2.3,4.5.6.7,8.9|. Procedure details: Thousands of Gadolinium ions may be incorporated onto silica nanoparticles surface via coordination with EDTA chelators presented on EDTA-SiO2 particle surface. Gadolinium Citrate solution was prepared in 10 mM Et3NHOAc (pH 7.0 with 0.15M NaCl) as mentioned: 0.6 M GdCl3 aqueous solution and 0.6 M sodium citrate solution were mixed in 1:1 volume ratio. Brief vortex of the mixture afforded 0.3 M Gadolinium Citrate solution. To a 20 mL scintillation vial equipped with a Teflon-coated stir bar was a... The reactants are C(#C)C1=CC=C(C=C1)C1(CC1)OC(C)C (1-ethynyl-4-(1-isopropoxycyclopropyl)-benzene), C(#C)C1=CC=C(C=C1)C1(CC1)OC(C)C (1-ethynyl-4-(1-isopropoxycyclopropyl)-benzene), C(C1=CC=CC=C1)(=O)O.C(C)OC(C1=CC=C(C=C1)I)=O (ethyl-4-iodo-benzoate benzoate), C(C1=CC=CC=C1)(=O)O.C(C)OC(C1=CC=C(C=C1)I)=O (ethyl-4-iodo-benzoate benzoate). The reagents and catalysts are [Cu]I (copper(I)iodide), Cl[Pd]([P](C1=CC=CC=C1)(C2=CC=CC=C2)C3=CC=CC=C3)([P](C4=CC=CC=C4)(C5=CC=CC=C5)C6=CC=CC=C6)Cl (Dichlorobis(triphenylphosphine)palladium(II)). The solvent is C(C)N(CC)CC (triethylamine). Conditions: time 8 hour. The product is EtOAc-hexanes, C(C)(C)OC1(CC1)C1=CC=C(C=C1)C#CC1=CC=C(C(=O)OCC)C=C1 (Ethyl 4-[4-(1-isopropoxycyclopropyl)-phenylethynyl]-benzoate). Yield: 76.0%. RXN SMILES: [C:1]([C:3]1[CH:8]=[CH:7][C:6]([C:9]2([O:12][CH:13]([CH3:15])[CH3:14])[CH2:11][CH2:10]2)=[CH:5][CH:4]=1)#[CH:2].C(O)(=O)C1C=CC=CC=1.[CH2:25]([O:27][C:28](=[O:36])[C:29]1[CH:34]=[CH:33][C:32](I)=[CH:31][CH:30]=1)[CH3:26]>C(N(CC)CC)C.[Cu]I.Cl[Pd](Cl)([P](C1C=CC=CC=1)(C1C=CC=CC=1)C1C=CC=CC=1)[P](C1C=CC=CC=1)(C1C=CC=CC=1)C1C=CC=CC=1>[CH:13]([O:12][C:9]1([C:6]2[CH:7]=[CH:8][C:3]([C:1]#[C:2][C:32]3[CH:33]=[CH:34][C:29]([C:28]([O:27][CH2:25][CH3:26])=[O:36])=[CH:30][CH:31]=3)=[CH:4][CH:5]=2)[CH2:10][CH2:11]1)([CH3:15])[CH3:14] |f:1.2,^1:48,67|. Reported procedure: Using General Procedure F; 1-ethynyl-4-(1-isopropoxycyclopropyl)-benzene (Intermediate 66, 114.0 mg, 0.57 mmol) and ethyl-4-iodo benzoate (Reagent A, 731.0 mg, 0.63 mmol) in triethylamine (8 mL) was treated with copper(I)iodide (36.0 mg, 0.19 mmol) and sparged with argon for 5 minutes. Dichlorobis(triphenylphosphine)palladium(II) (133 mg, 0.19 mmol) was added and the reaction mixture was stirred overnight at room temperature. Column chromatography (2-4% EtOAc-hexanes) afforded 151.0 mg (76%) of ... Reactants: O=C=O, CC(C)(C)C1(CCc2ccc(Cl)cc2)CO1, CN1CCCC1=O, [Na+], [OH-], O, c1nc[nH]n1. Yields the product CC(C)(C)C(O)(CCc1ccc(Cl)cc1)Cn1cncn1. Reaction SMILES: [C:24](=[O:25])=[O:26].[C:8]([CH3:9])([CH3:10])([CH3:11])[C:12]1([CH2:15][CH2:16][c:17]2[cH:18][cH:19][c:20]([Cl:23])[cH:21][cH:22]2)[O:13][CH2:14]1.[CH3:27][N:28]1[CH2:29][CH2:30][CH2:31][C:32]1=[O:33].[Na+:7].[OH-:6].[OH2:34].[nH:1]1[n:2][cH:3][n:4][cH:5]1>>[n:1]1([CH2:14][C:12]([C:8]([CH3:9])([CH3:10])[CH3:11])([OH:13])[CH2:15][CH2:16][c:17]2[cH:18][cH:19][c:20]([Cl:23])[cH:21][cH:22]2)[n:2][cH:3][n:4][cH:5]1. Starting materials: F[B-](F)(F)F, CNC(CN1CC(O)C1)C(C)C, CCN(C(C)C)C(C)C, ClCCl, [Na+], O=C([O-])O, O=C(O)c1ccc(Cl)cc1, CN(C)C(On1nnc2ccccc21)=[N+](C)C. Yields the product CC(C)C(CN1CC(O)C1)N(C)C(=O)c1ccc(Cl)cc1. As a reaction SMILES: [B-:32]([F:33])([F:34])([F:35])[F:36].[CH3:1][CH:2]([CH:3]([CH2:4][N:5]1[CH2:6][CH:7]([OH:9])[CH2:8]1)[NH:10][CH3:11])[CH3:12].[CH:13]([N:14]([CH2:15][CH3:16])[CH:17]([CH3:18])[CH3:19])([CH3:20])[CH3:21].[Cl:59][CH2:60][Cl:61].[Na+:58].[O-:54][C:55]([OH:56])=[O:57].[OH:22][C:23](=[O:24])[c:25]1[cH:26][cH:27][c:28]([Cl:29])[cH:30][cH:31]1.[n:37]1([O:38][C:39]([N:40]([CH3:41])[CH3:42])=[N+:43]([CH3:44])[CH3:45])[c:46]2[cH:47][cH:48][cH:49][cH:50][c:51]2[n:52][n:53]1>>[CH3:1][CH:2]([CH:3]([CH2:4][N:5]1[CH2:6][CH:7]([OH:9])[CH2:8]1)[N:10]([CH3:11])[C:23](=[O:24])[c:25]1[cH:26][cH:27][c:28]([Cl:29])[cH:30][cH:31]1)[CH3:12]. The reactants are [OH-].[Na+] (sodium hydroxide), C([O-])(O)=O.[Na+] (sodium bicarbonate), COC1=CC=C(C=C1)C=1N=C(OC1C1=CC=C(C=C1)OC)C1(CCC2(OCCO2)CC1)O (8-(4,5-bis(4-methoxyphenyl)oxazol-2-yl)-1,4-dioxaspiro[4.5]decan-8-ol). Run in O1CCCC1 (tetrahydrofuran), Cl (hydrochloric acid). Conditions: time 2 hour. Product: COC1=CC=C(C=C1)C=1N=C(OC1C1=CC=C(C=C1)OC)C1(CCC(CC1)=O)O (4-(4,5-Bis(4-methoxyphenyl)oxazol-2-yl)-4-hydroxycyclohexanone). Isolated yield 63.5%. Reaction SMILES: [CH3:1][O:2][C:3]1[CH:8]=[CH:7][C:6]([C:9]2[N:10]=[C:11]([C:22]3([OH:32])[CH2:31][CH2:30][C:25]4(OCC[O:26]4)[CH2:24][CH2:23]3)[O:12][C:13]=2[C:14]2[CH:19]=[CH:18][C:17]([O:20][CH3:21])=[CH:16][CH:15]=2)=[CH:5][CH:4]=1.[OH-].[Na+].C(=O)(O)[O-].[Na+]>O1CCCC1.Cl>[CH3:1][O:2][C:3]1[CH:8]=[CH:7][C:6]([C:9]2[N:10]=[C:11]([C:22]3([OH:32])[CH2:31][CH2:30][C:25](=[O:26])[CH2:24][CH2:23]3)[O:12][C:13]=2[C:14]2[CH:15]=[CH:16][C:17]([O:20][CH3:21])=[CH:18][CH:19]=2)=[CH:5][CH:4]=1 |f:1.2,3.4|. Reported procedure: To a solution of 8-(4,5-bis(4-methoxyphenyl)oxazol-2-yl)-1,4-dioxaspiro[4.5]decan-8-ol (Reference Example 92) (781 mg, 1.78 mmol) in tetrahydrofuran (4.5 mL), 6 M hydrochloric acid (9.0 mL) was added at 0° C., and the obtained solution was stirred at room temperature for 2 hours. The reaction solution was cooled to 0° C., and alkalified by addition of 10% aqueous sodium hydroxide solution and saturated sodium bicarbonate solution. The resulting solution was extracted with ethyl acetate. The orga... Reactants: Cc1ccc(Br)cc1, C#CCO, Cl, [Cu]I, C1CCC2=NCCCN2CC1, C1CCOC1, O, c1ccc(P(c2ccccc2)(c2ccccc2)[Pd](P(c2ccccc2)(c2ccccc2)c2ccccc2)(P(c2ccccc2)(c2ccccc2)c2ccccc2)P(c2ccccc2)(c2ccccc2)c2ccccc2)cc1. Product: Cc1ccc(C#CCO)cc1. RXN SMILES: [Br:1][c:2]1[cH:3][cH:4][c:5]([CH3:8])[cH:6][cH:7]1.[CH2:20]([C:21]#[CH:22])[OH:23].[ClH:24].[Cu:31][I:32].[N:9]12[CH2:10][CH2:11][CH2:12][N:13]=[C:14]1[CH2:15][CH2:16][CH2:17][CH2:18][CH2:19]2.[O:25]1[CH2:26][CH2:27][CH2:28][CH2:29]1.[OH2:30].[cH:33]1[cH:34][cH:35][c:36]([P:37]([Pd:38]([P:39]([c:40]2[cH:41][cH:42][cH:43][cH:44][cH:45]2)([c:46]2[cH:47][cH:48][cH:49][cH:50][cH:51]2)[c:52]2[cH:53][cH:54][cH:55][cH:56][cH:57]2)([P:58]([c:59]2[cH:60][cH:61][cH:62][cH:63][cH:64]2)([c:65]2[cH:66][cH:67][cH:68][cH:69][cH:70]2)[c:71]2[cH:72][cH:73][cH:74][cH:75][cH:76]2)[P:77]([c:78]2[cH:79][cH:80][cH:81][cH:82][cH:83]2)([c:84]2[cH:85][cH:86][cH:87][cH:88][cH:89]2)[c:90]2[cH:91][cH:92][cH:93][cH:94][cH:95]2)([c:96]2[cH:97][cH:98][cH:99][cH:100][cH:101]2)[c:102]2[cH:103][cH:104][cH:105][cH:106][cH:107]2)[cH:108][cH:109]1>>[c:2]1([C:22]#[C:21][CH2:20][OH:23])[cH:3][cH:4][c:5]([CH3:8])[cH:6][cH:7]1. Starting materials: CCOC(=O)c1cncc(Br)c1, CC1(C)OB(B2OC(C)(C)C(C)(C)O2)OC1(C)C, CC(=O)[O-], COc1ccc(-c2cnc3c(I)cnn3c2)cc1, [K+], [Na+], [Na+], O=C([O-])[O-], C1COCCO1, CN(C)C=O, c1ccc(P(c2ccccc2)(c2ccccc2)[Pd](P(c2ccccc2)(c2ccccc2)c2ccccc2)(P(c2ccccc2)(c2ccccc2)c2ccccc2)P(c2ccccc2)(c2ccccc2)c2ccccc2)cc1. The product is CCOC(=O)c1cncc(-c2cnn3cc(-c4ccc(OC)cc4)cnc23)c1. RXN SMILES: [Br:1][c:2]1[cH:3][n:4][cH:5][c:6]([C:7](=[O:8])[O:9][CH2:10][CH3:11])[cH:12]1.[CH3:13][C:14]1([CH3:15])[C:16]([CH3:17])([CH3:18])[O:19][B:20]([B:21]2[O:22][C:23]([CH3:24])([CH3:25])[C:26]([CH3:27])([CH3:28])[O:29]2)[O:30]1.[CH3:32][C:33](=[O:34])[O-:35].[I:36][c:37]1[cH:38][n:39][n:40]2[c:41]1[n:42][cH:43][c:44](-[c:46]1[cH:47][cH:48][c:49]([O:52][CH3:53])[cH:50][cH:51]1)[cH:45]2.[K+:31].[Na+:54].[Na+:55].[O-:56][C:57](=[O:58])[O-:59].[O:142]1[CH2:143][CH2:144][O:145][CH2:146][CH2:147]1.[O:60]=[CH:61][N:62]([CH3:63])[CH3:64].[cH:65]1[cH:66][cH:67][c:68]([P:69]([Pd:70]([P:71]([c:72]2[cH:73][cH:74][cH:75][cH:76][cH:77]2)([c:78]2[cH:79][cH:80][cH:81][cH:82][cH:83]2)[c:84]2[cH:85][cH:86][cH:87][cH:88][cH:89]2)([P:90]([c:91]2[cH:92][cH:93][cH:94][cH:95][cH:96]2)([c:97]2[cH:98][cH:99][cH:100][cH:101][cH:102]2)[c:103]2[cH:104][cH:105][cH:106][cH:107][cH:108]2)[P:109]([c:110]2[cH:111][cH:112][cH:113][cH:114][cH:115]2)([c:116]2[cH:117][cH:118][cH:119][cH:120][cH:121]2)[c:122]2[cH:123][cH:124][cH:125][cH:126][cH:127]2)([c:128]2[cH:129][cH:130][cH:131][cH:132][cH:133]2)[c:134]2[cH:135][cH:136][cH:137][cH:138][cH:139]2)[cH:140][cH:141]1>>[c:2]1(-[c:37]2[cH:38][n:39][n:40]3[c:41]2[n:42][cH:43][c:44](-[c:46]2[cH:47][cH:48][c:49]([O:52][CH3:53])[cH:50][cH:51]2)[cH:45]3)[cH:3][n:4][cH:5][c:6]([C:7](=[O:8])[O:9][CH2:10][CH3:11])[cH:12]1. Reactants: BrC=1C=CC(=NC1)S(=O)(=O)C=1C=NC(=CC1)Cl (5-Bromo-2-((6-chloro-3-pyridinyl)sulfonyl)pyridine), [NH4+].[OH-] (NH4OH). Run in CCO (EtOH). Conditions: temperature 120 celsius. Yields the product BrC=1C=CC(=NC1)S(=O)(=O)C=1C=CC(=NC1)N (5-((5-bromo-2-pyridinyl)sulfonyl)-2-pyridinamine). As a reaction SMILES: [Br:1][C:2]1[CH:3]=[CH:4][C:5]([S:8]([C:11]2[CH:12]=[N:13][C:14](Cl)=[CH:15][CH:16]=2)(=[O:10])=[O:9])=[N:6][CH:7]=1.[NH4+:18].[OH-]>CCO>[Br:1][C:2]1[CH:3]=[CH:4][C:5]([S:8]([C:11]2[CH:16]=[CH:15][C:14]([NH2:18])=[N:13][CH:12]=2)(=[O:10])=[O:9])=[N:6][CH:7]=1 |f:1.2|. Procedure: 5-Bromo-2-((6-chloro-3-pyridinyl)sulfonyl)pyridine (298 mg, 0.89 mmol), NH4OH (aqueous, 3 mL), and EtOH (3 mL) were added to a high-pressure reaction vessel. The vessel was sealed and heated at 120° C. for 2 h. After cooling to room temperature, the solvent was partially removed under vacuum. The white precipitate obtained was filtered, washed with ether, and dried under vacuum to provide 5-((5-bromo-2-pyridinyl)sulfonyl)-2-pyridinamine (280 mg) as a white solid that was used without further pur... The reactants are CCOC(C)=O, NC(=O)c1nc(-c2cccc(OCc3ccccc3)c2)cnc1N. Yields the product NC(=O)c1nc(-c2cccc(O)c2)cnc1N. RXN SMILES: [CH3:25][CH2:26][O:27][C:28](=[O:29])[CH3:30].[NH2:1][c:2]1[c:3]([C:22](=[O:23])[NH2:24])[n:4][c:5](-[c:8]2[cH:9][c:10]([O:14][CH2:15][c:16]3[cH:17][cH:18][cH:19][cH:20][cH:21]3)[cH:11][cH:12][cH:13]2)[cH:6][n:7]1>>[NH2:1][c:2]1[c:3]([C:22](=[O:23])[NH2:24])[n:4][c:5](-[c:8]2[cH:9][c:10]([OH:14])[cH:11][cH:12][cH:13]2)[cH:6][n:7]1.